From a dataset of the Open Reaction Database (ORD), a public repository of structured organic reaction records. describe an organic reaction: reactants, conditions, products, and yield The reactants are CCCCc1ncc(C=C2C(=O)NC(=O)N2CCCC)n1Cc1ccc(-c2ccccc2-c2nnnn2C(c2ccccc2)(c2ccccc2)c2ccccc2)cc1, CO, O, O=C(O)CC(O)(CC(=O)O)C(=O)O. The product is CCCCc1ncc(C=C2C(=O)NC(=O)N2CCCC)n1Cc1ccc(-c2ccccc2-c2nnn[nH]2)cc1. Reaction SMILES: [CH2:1]([CH2:2][CH2:3][CH3:4])[N:5]1[C:6](=[O:58])[NH:7][C:8](=[O:57])[C:9]1=[CH:10][c:11]1[n:12]([CH2:20][c:21]2[cH:22][cH:23][c:24](-[c:27]3[c:28](-[c:33]4[n:34][n:35][n:36][n:37]4[C:38]([c:39]4[cH:40][cH:41][cH:42][cH:43][cH:44]4)([c:45]4[cH:46][cH:47][cH:48][cH:49][cH:50]4)[c:51]4[cH:52][cH:53][cH:54][cH:55][cH:56]4)[cH:29][cH:30][cH:31][cH:32]3)[cH:25][cH:26]2)[c:13]([CH2:16][CH2:17][CH2:18][CH3:19])[n:14][cH:15]1.[CH3:59][OH:60].[OH2:74].[OH:61][C:62]([CH2:63][C:64]([C:65](=[O:66])[OH:67])([CH2:68][C:69](=[O:70])[OH:71])[OH:72])=[O:73]>>[CH2:1]([CH2:2][CH2:3][CH3:4])[N:5]1[C:6](=[O:58])[NH:7][C:8](=[O:57])[C:9]1=[CH:10][c:11]1[n:12]([CH2:20][c:21]2[cH:22][cH:23][c:24](-[c:27]3[c:28](-[c:33]4[n:34][n:35][n:36][nH:37]4)[cH:29][cH:30][cH:31][cH:32]3)[cH:25][cH:26]2)[c:13]([CH2:16][CH2:17][CH2:18][CH3:19])[n:14][cH:15]1. The reactants are ClC1=C(C=O)C=CC=C1 (2-chlorobenzaldehyde), ClC=1C=C(N)C=CC1C (3-chloro-4-methyl aniline). The product is NC1=C(C=C(C(=C1)Cl)C)C(=O)C1=C(C=CC=C1)Cl ((2-amino-4-chloro-5-methylphenyl)-(2-chlorophenyl)-methanone). RXN SMILES: [Cl:1][C:2]1[CH:9]=[CH:8][CH:7]=[CH:6][C:3]=1[CH:4]=[O:5].[Cl:10][C:11]1[CH:12]=[C:13]([CH:15]=[CH:16][C:17]=1[CH3:18])[NH2:14]>>[NH2:14][C:13]1[CH:12]=[C:11]([Cl:10])[C:17]([CH3:18])=[CH:16][C:15]=1[C:4]([C:3]1[CH:6]=[CH:7][CH:8]=[CH:9][C:2]=1[Cl:1])=[O:5]. Procedure: (2-amino-4-chloro-5-methylphenyl)-(2-chlorophenyl)-methanone (Xhh) was prepared by reacting 2-chlorobenzaldehyde with 0.0318 moles of 3-chloro-4-methyl aniline in a manner analogous to Example 1. MH+/Z=280.